From a dataset of the Open Reaction Database (ORD), a public repository of structured organic reaction records. describe an organic reaction: reactants, conditions, products, and yield Starting materials: C(C)(C)(C)OC(NC(C(N(C)OC)=O)C1=CC(=C(C=C1)Cl)Cl)=O (rac-[(3,4-dichloro-phenyl)-(methoxy-methyl-carbamoyl)-methyl]-carbamic acid tert-butyl ester), C(C)(C)(C)OC(NC(C(N(C)OC)=O)C1=CC(=C(C=C1)Cl)Cl)=O (rac-[(3,4-dichloro-phenyl)-(methoxy-methyl-carbamoyl)-methyl]-carbamic acid tert-butyl ester), BrC=1C(=CC(=NC1)OC1COCC1)C (rac-5-bromo-4-methyl-2-(tetrahydro-furan-3-yloxy)-pyridine), BrC=1C(=CC(=NC1)OC1COCC1)C (rac-5-bromo-4-methyl-2-(tetrahydro-furan-3-yloxy)-pyridine). Product: C(C)(C)(C)OC(NC(C(=O)C=1C=NC(=CC1C)OC1COCC1)C1=CC(=C(C=C1)Cl)Cl)=O (rac-[1-(3,4-Dichloro-phenyl)-2-[4-methyl-6-(tetrahydro-furan-3-yloxy)-pyridin-3-yl]-2-oxo-ethyl]-carbamic acid tert-butyl ester). Reaction SMILES: [C:1]([O:5][C:6](=[O:23])[NH:7][CH:8]([C:15]1[CH:20]=[CH:19][C:18]([Cl:21])=[C:17]([Cl:22])[CH:16]=1)[C:9](=[O:14])N(OC)C)([CH3:4])([CH3:3])[CH3:2].Br[C:25]1[C:26]([CH3:37])=[CH:27][C:28]([O:31][CH:32]2[CH2:36][CH2:35][O:34][CH2:33]2)=[N:29][CH:30]=1>>[C:1]([O:5][C:6](=[O:23])[NH:7][CH:8]([C:15]1[CH:20]=[CH:19][C:18]([Cl:21])=[C:17]([Cl:22])[CH:16]=1)[C:9]([C:25]1[CH:30]=[N:29][C:28]([O:31][CH:32]2[CH2:36][CH2:35][O:34][CH2:33]2)=[CH:27][C:26]=1[CH3:37])=[O:14])([CH3:2])([CH3:3])[CH3:4]. Procedure: The title compound was prepared from rac-[(3,4-dichloro-phenyl)-(methoxy-methyl-carbamoyl)-methyl]-carbamic acid tert-butyl ester (Intermediate 9) and rac-5-bromo-4-methyl-2-(tetrahydro-furan-3-yloxy)-pyridine (Intermediate 22) in analogy to Example 1a): MS (ISN): 479.0 and 481.0 (M−H)−. The reactants are O (water), [K] (potassium), ClC1=CC2=C(N=C(O2)OC2=CC=C(C=C2)O)C=C1 (4-(6-chloro-2-benzoxazolyloxy)phenol), C(#N)C(C(C(C)Cl)=O)C1=C(C=C(C=C1)Cl)Cl (1-cyano-1-(2,4-dichlorophenyl)-3-chloro-2-butanone). The solvent is CN(C=O)C (N,N-dimethylformamide). Conditions: temperature 100 celsius. The product is C(#N)C(C(C(C)OC1=CC=C(C=C1)OC=1OC2=C(N1)C=CC(=C2)Cl)=O)C2=C(C=C(C=C2)Cl)Cl (1-cyano-1(2,4-dichlorophenyl)-3-[4-(6-chloro-2-benzoxazolyloxy)-phenoxy]-2-butanone). Yield: 46.9%. As a reaction SMILES: [K].[Cl:2][C:3]1[CH:19]=[CH:18][C:6]2[N:7]=[C:8]([O:10][C:11]3[CH:16]=[CH:15][C:14]([OH:17])=[CH:13][CH:12]=3)[O:9][C:5]=2[CH:4]=1.[C:20]([CH:22]([C:28]1[CH:33]=[CH:32][C:31]([Cl:34])=[CH:30][C:29]=1[Cl:35])[C:23](=[O:27])[CH:24](Cl)[CH3:25])#[N:21].O>CN(C)C=O>[C:20]([CH:22]([C:28]1[CH:33]=[CH:32][C:31]([Cl:34])=[CH:30][C:29]=1[Cl:35])[C:23](=[O:27])[CH:24]([O:17][C:14]1[CH:13]=[CH:12][C:11]([O:10][C:8]2[O:9][C:5]3[CH:4]=[C:3]([Cl:2])[CH:19]=[CH:18][C:6]=3[N:7]=2)=[CH:16][CH:15]=1)[CH3:25])#[N:21] |^1:0|. Reported procedure: 2.70 Grams of a potassium salt of 4-(6-chloro-2-benzoxazolyloxy)phenol and 2.48 g of 1-cyano-1-(2,4-dichlorophenyl)-3-chloro-2-butanone were refluxed in 50 ml of N,N-dimethylformamide under heat at 100° C. for 4 hours. The reaction mixture was added to water, and after the mixture was subjected to extraction with chloroform, the extract was concentrated. The residue was separated and purified by column chromatography to give 2.05 g of a compound No. 176 which was a light yellow solid (melting po... The reactants are FC(C=1C=C(NN1)NC(=O)C1=NC(=C(N=C1N)C(F)(F)F)Br)(F)F (3-amino-6-bromo-5-trifluoromethyl-pyrazine-2-carboxylic acid (5-trifluoromethyl-2H-pyrazol-3-yl)-amide), N=1NC(=CC1)N (2H-pyrazol-3-ylamine), NC=1C(=NC(=C(N1)C(F)(F)F)Cl)C(=O)O (3-amino-6-chloro-5-trifluoromethyl-pyrazine-2-carboxylic acid), NC=1C(=NC(=C(N1)C(F)(F)F)Cl)C(=O)O (3-amino-6-chloro-5-trifluoromethyl-pyrazine-2-carboxylic acid). Yields the product N=1NC(=CC1)NC(=O)C1=NC(=C(N=C1N)C(F)(F)F)Cl (3-Amino-6-chloro-5-trifluoromethyl-pyrazine-2-carboxylic acid (2H-pyrazole-3-yl)amide). Reaction SMILES: FC(F)(F)[C:3]1[CH:4]=[C:5]([NH:8][C:9]([C:11]2[C:16]([NH2:17])=[N:15][C:14]([C:18]([F:21])([F:20])[F:19])=[C:13](Br)[N:12]=2)=[O:10])[NH:6][N:7]=1.NC1C(C(O)=O)=NC([Cl:36])=C(C(F)(F)F)N=1.N1NC(N)=CC=1>>[N:7]1[NH:6][C:5]([NH:8][C:9]([C:11]2[C:16]([NH2:17])=[N:15][C:14]([C:18]([F:21])([F:20])[F:19])=[C:13]([Cl:36])[N:12]=2)=[O:10])=[CH:4][CH:3]=1. Procedure details: The title compound was prepared analogously to 3-amino-6-bromo-5-trifluoromethyl-pyrazine-2-carboxylic acid (5-trifluoromethyl-2H-pyrazol-3-yl)-amide Example 1) using 3-amino-6-chloro-5-trifluoromethyl-pyrazine-2-carboxylic acid (Intermediate 7) and 2H-pyrazol-3-ylamine. The reaction was carried out using microwave radiation at 100° C. for 1 hour. Yield: 60.1%. Product: CC1=C(N=C(O1)C1=CC=CC=C1)CCBr (2-(5-Methyl-2-phenyl-4-oxazolyl)ethyl Bromide). RXN SMILES: [CH3:1][C:2]1[O:6][C:5]([C:7]2[CH:12]=[CH:11][CH:10]=[CH:9][CH:8]=2)=[N:4][C:3]=1[CH2:13][CH2:14]O.C(Br)(Br)(Br)[Br:17].C1(P(C2C=CC=CC=2)C2C=CC=CC=2)C=CC=CC=1>CCOCC>[CH3:1][C:2]1[O:6][C:5]([C:7]2[CH:12]=[CH:11][CH:10]=[CH:9][CH:8]=2)=[N:4][C:3]=1[CH2:13][CH2:14][Br:17]. The reactants are CC1=C(N=C(O1)C1=CC=CC=C1)CCO (2-(5-Methyl-2-phenyl-4-oxazolyl)ethanol), C(Br)(Br)(Br)Br (CBr4), C1(=CC=CC=C1)P(C1=CC=CC=C1)C1=CC=CC=C1 (Triphenylphosphine). Conditions: temperature 0 celsius, time 3 hour. Solvent: CCOCC (ether). Procedure: 2-(5-Methyl-2-phenyl-4-oxazolyl)ethanol (0.203 g, 1.0 mmol; European patentapplication 177353) and CBr4 (0.662 g, 2.0 mmol) were dissolved in 10 mL of ether and cooled to 0° C. Triphenylphosphine (0.524 g, 2.0 mmol) was added and the mixture stirred for 3 hours at room temperature. The mixture was filtered, the filtrate was stripped of solvent and the residue filtered through a plug of silica gel using CHCl3 as eluant to yield 0.16 g of present title product as a white solid; mp 59°-61° C.; tlc ... Reactants: CCO, CCOC(=O)C1=Cc2cc(-c3ccc(OC(F)(F)F)cc3)ccc2OCC1, [Na+], C1CCOC1, [OH-]. Yields the product O=C(O)C1=Cc2cc(-c3ccc(OC(F)(F)F)cc3)ccc2OCC1. Reaction SMILES: [CH2:30]([OH:31])[CH3:32].[F:1][C:2]([O:3][c:4]1[cH:5][cH:6][c:7](-[c:10]2[cH:11][cH:12][c:13]3[c:14]([cH:25]2)[CH:15]=[C:16]([C:20](=[O:21])[O:22][CH2:23][CH3:24])[CH2:17][CH2:18][O:19]3)[cH:8][cH:9]1)([F:26])[F:27].[Na+:29].[O:33]1[CH2:34][CH2:35][CH2:36][CH2:37]1.[OH-:28]>>[F:1][C:2]([O:3][c:4]1[cH:5][cH:6][c:7](-[c:10]2[cH:11][cH:12][c:13]3[c:14]([cH:25]2)[CH:15]=[C:16]([C:20](=[O:21])[OH:22])[CH2:17][CH2:18][O:19]3)[cH:8][cH:9]1)([F:26])[F:27]. The reactants are ClCCl, C1CCOC1, NC1CC1, O=S(=O)(OS(=O)(=O)C(F)(F)F)C(F)(F)F, Cn1cc(C2=C(c3cn(CCCO)c4ccccc34)C(=O)NC2=O)c2ccccc21. Yields the product Cn1cc(C2=C(c3cn(CCCNC4CC4)c4ccccc34)C(=O)NC2=O)c2ccccc21. Reaction SMILES: [CH2:50]([Cl:51])[Cl:52].[CH2:53]1[O:54][CH2:55][CH2:56][CH2:57]1.[CH:46]1([NH2:49])[CH2:47][CH2:48]1.[F:1][C:2]([F:3])([F:4])[S:5]([O:6][S:7]([C:8]([F:9])([F:10])[F:11])(=[O:12])=[O:13])(=[O:14])=[O:15].[OH:16][CH2:17][CH2:18][CH2:19][n:20]1[cH:21][c:22]([C:29]2=[C:33]([c:34]3[cH:35][n:36]([CH3:43])[c:37]4[cH:38][cH:39][cH:40][cH:41][c:42]34)[C:32](=[O:44])[NH:31][C:30]2=[O:45])[c:23]2[cH:24][cH:25][cH:26][cH:27][c:28]12>>[CH2:17]([CH2:18][CH2:19][n:20]1[cH:21][c:22]([C:29]2=[C:33]([c:34]3[cH:35][n:36]([CH3:43])[c:37]4[cH:38][cH:39][cH:40][cH:41][c:42]34)[C:32](=[O:44])[NH:31][C:30]2=[O:45])[c:23]2[cH:24][cH:25][cH:26][cH:27][c:28]12)[NH:49][CH:46]1[CH2:47][CH2:48]1.